This data is from the Open Reaction Database (ORD), a public repository of structured organic reaction records. The task is: describe an organic reaction: reactants, conditions, products, and yield Yields the product COC(=O)n1ncc2c(NC(=O)NCC3CCc4ccccc4N3Cc3ccccc3)cccc21. As a reaction SMILES: [Br:29][CH2:30][c:31]1[cH:32][cH:33][cH:34][cH:35][cH:36]1.[C:37](=[O:38])([O-:39])[O-:40].[CH3:48][CH2:49][O:50][C:51](=[O:52])[CH3:53].[K+:41].[K+:42].[NH:1]1[CH:2]([CH2:11][NH:12][C:13](=[O:14])[NH:15][c:16]2[c:17]3[cH:18][n:19][n:20]([C:25](=[O:26])[O:27][CH3:28])[c:21]3[cH:22][cH:23][cH:24]2)[CH2:3][CH2:4][c:5]2[cH:6][cH:7][cH:8][cH:9][c:10]21.[O:43]1[CH2:44][CH2:45][CH2:46][CH2:47]1>>[N:1]1([CH2:30][c:31]2[cH:32][cH:33][cH:34][cH:35][cH:36]2)[CH:2]([CH2:11][NH:12][C:13](=[O:14])[NH:15][c:16]2[c:17]3[cH:18][n:19][n:20]([C:25](=[O:26])[O:27][CH3:28])[c:21]3[cH:22][cH:23][cH:24]2)[CH2:3][CH2:4][c:5]2[cH:6][cH:7][cH:8][cH:9][c:10]21. Starting materials: BrCc1ccccc1, O=C([O-])[O-], CCOC(C)=O, [K+], [K+], COC(=O)n1ncc2c(NC(=O)NCC3CCc4ccccc4N3)cccc21, C1CCOC1. Product: COc1ccccc1-c1ccc([N+](=O)[O-])cc1. Starting materials: O=[N+]([O-])c1ccc(Br)cc1, COc1ccccc1B(O)O, COCCOC, [Na+], [Na+], O=C([O-])[O-]. Reaction SMILES: [Br:1][c:2]1[cH:3][cH:4][c:5]([N+:8](=[O:9])[O-:10])[cH:6][cH:7]1.[CH3:11][O:12][c:13]1[c:14]([B:19]([OH:20])[OH:21])[cH:15][cH:16][cH:17][cH:18]1.[CH3:22][O:23][CH2:24][CH2:25][O:26][CH3:27].[Na+:28].[Na+:29].[O-:30][C:31](=[O:32])[O-:33]>>[c:2]1(-[c:14]2[c:13]([O:12][CH3:11])[cH:18][cH:17][cH:16][cH:15]2)[cH:3][cH:4][c:5]([N+:8](=[O:9])[O-:10])[cH:6][cH:7]1.